From a dataset of the Open Reaction Database (ORD), a public repository of structured organic reaction records. describe an organic reaction: reactants, conditions, products, and yield The reactants are O=C1CCC(=O)N1Cl, CN(C)C=O, OCc1cc2ccccc2nc1I, c1ccc(P(c2ccccc2)c2ccccc2)cc1. The product is ClCc1cc2ccccc2nc1I. RXN SMILES: [Cl:33][N:34]1[C:35](=[O:36])[CH2:37][CH2:38][C:39]1=[O:40].[O:41]=[CH:42][N:43]([CH3:44])[CH3:45].[OH:1][CH2:2][c:3]1[c:4]([I:13])[n:5][c:6]2[cH:7][cH:8][cH:9][cH:10][c:11]2[cH:12]1.[c:14]1([P:15]([c:16]2[cH:17][cH:18][cH:19][cH:20][cH:21]2)[c:22]2[cH:23][cH:24][cH:25][cH:26][cH:27]2)[cH:28][cH:29][cH:30][cH:31][cH:32]1>>[CH2:2]([c:3]1[c:4]([I:13])[n:5][c:6]2[cH:7][cH:8][cH:9][cH:10][c:11]2[cH:12]1)[Cl:33]. Yields the product C(C)(C)(C)OC(NCCN(C1CCN(CC1)CC1=CC=CC=C1)C(C=C)=O)=O ({2-[Acryloyl-(1-benzyl-piperidin-4-yl)-amino]-ethyl}-carbamic acid tert-butyl ester). The solvent is C(Cl)Cl (CH2Cl2), C(Cl)Cl (CH2Cl2). The reactants are C(=O)(O)[O-].[Na+] (NaHCO3), C(C1=CC=CC=C1)N1C(CCCC1)=O (benzylpiperidone), [BH-](OC(=O)C)(OC(=O)C)OC(=O)C.[Na+] (NaBH(OAc)3), C(C)(C)(C)OC(NCCN)=O ((2-amino-ethyl)-carbamic acid tert-butyl ester), C(C)(=O)O (acetic acid), [Cl-] (chloride). Procedure details: To a solution of benzylpiperidone (5 g, 26 mmol) and (2-amino-ethyl)-carbamic acid tert-butyl ester (4.23 g, 26 mmol) and acetic acid (2.5 ml, 53 mmol) in CH2Cl2 (50.0 ml) was slowly added NaBH(OAc)3 (6.69 g, 32 mmol). On completion of the addition the reaction was stirred for 0.5 h. Saturated NaHCO3 (30 ml) was then cautiously added until the pH was basic. A solution of acrolyl chloride (2.3 ml, 29 mmol) in CH2Cl2 (10.0 ml) was then added and the reaction stirred for a further 1 h. The organic ... Conditions: time 0.5 hour. As a reaction SMILES: [CH2:1]([N:8]1[CH2:13][CH2:12][CH2:11][CH2:10][C:9]1=O)[C:2]1[CH:7]=[CH:6][CH:5]=[CH:4][CH:3]=1.[C:15]([O:19][C:20](=[O:25])[NH:21][CH2:22][CH2:23][NH2:24])([CH3:18])([CH3:17])[CH3:16].[C:26]([OH:29])(=O)[CH3:27].[BH-](OC(C)=O)(OC(C)=O)O[C:32](C)=O.[Na+].C([O-])(O)=O.[Na+].[Cl-]>C(Cl)Cl>[C:15]([O:19][C:20](=[O:25])[NH:21][CH2:22][CH2:23][N:24]([C:26](=[O:29])[CH:27]=[CH2:32])[CH:11]1[CH2:12][CH2:13][N:8]([CH2:1][C:2]2[CH:7]=[CH:6][CH:5]=[CH:4][CH:3]=2)[CH2:9][CH2:10]1)([CH3:18])([CH3:16])[CH3:17] |f:3.4,5.6|. Isolated yield 59.6%. Reactants: C(C)C=1N=C2N(CCN2C2=C(C=C(C=C2C)C)C)C1C(=CCC)CCC (6-Ethyl-5-(1-propyl-but-1-enyl)-1-(2,4,6-trimethyl-phenyl)-2,3-dihydro-1H-imidazo[1,2-a]imidazole), B.C1CCOC1 (BH3-THF), C(C)(=O)O (acetic acid). Solvent: CO (methanol). Run at temperature 0 celsius. Yields the product C(C)C=1N=C2N(CCN2C2=C(C=C(C=C2C)C)C)C1C(CCC)CCC (6-Ethyl-5-(1-propyl-butyl)-1-(2,4,6-trimethyl-phenyl)-2,3-dihydro-1H-imidazo[1,2-a]imidazole). Reaction SMILES: [CH2:1]([C:3]1[N:4]=[C:5]2[N:9]([C:10]3[C:15]([CH3:16])=[CH:14][C:13]([CH3:17])=[CH:12][C:11]=3[CH3:18])[CH2:8][CH2:7][N:6]2[C:19]=1[C:20]([CH2:24][CH2:25][CH3:26])=[CH:21][CH2:22][CH3:23])[CH3:2].B.C1COCC1.C(O)(=O)C>CO>[CH2:1]([C:3]1[N:4]=[C:5]2[N:9]([C:10]3[C:11]([CH3:18])=[CH:12][C:13]([CH3:17])=[CH:14][C:15]=3[CH3:16])[CH2:8][CH2:7][N:6]2[C:19]=1[CH:20]([CH2:21][CH2:22][CH3:23])[CH2:24][CH2:25][CH3:26])[CH3:2] |f:1.2|. Procedure details: 6-Ethyl-5-(1-propyl-but-1-enyl)-1-(2,4,6-trimethyl-phenyl)-2,3-dihydro-1H-imidazo[1,2-a]imidazole (0.013 g, 0.000037 mol) in anhydrous tetrahydrofaran was treated with cold BH3-THF (0.15 mL 1.0M in tetrahydrofuran), and the mixture was heated at reflux for 1.5 h. The mixture was cooled to 0° C., treated with glacial acetic acid (0.25 mL), heated at reflux for 1.5 h, re-cooled to 0° C., treated with 1.5 mL methanol, and heated again at reflux for 1 h. Upon cooling to room temperature, the reactio...